Dataset: the Open Reaction Database (ORD), a public repository of structured organic reaction records. Task: describe an organic reaction: reactants, conditions, products, and yield Reactants: CCOC(C)=O, CC(=O)C(CC(C)C)CN(C)C, CI. The product is CC(=O)C(CC(C)C)C[N+](C)(C)C, [I-]. RXN SMILES: [CH3:15][CH2:16][O:17][C:18](=[O:19])[CH3:20].[CH3:3][N:4]([CH3:5])[CH2:6][CH:7]([C:8]([CH3:9])=[O:10])[CH2:11][CH:12]([CH3:13])[CH3:14].[I:1][CH3:2]>>[CH3:2][N+:4]([CH3:3])([CH3:5])[CH2:6][CH:7]([C:8]([CH3:9])=[O:10])[CH2:11][CH:12]([CH3:13])[CH3:14].[I-:1]. Reactants: COC1=CC=C(C=C1)[C@@H]1SC2=C(N(C([C@@H]1OC(C)=O)=O)CCN(C)C(=O)OCC1=CC=CC=C1)C=CC(=C2)Cl ((-)-cis-2-(4-methoxyphenyl)-3-acetoxy-5-[2-(N-benzyloxycarbonyl-N-methylamino)ethyl]-8-chloro-2,3-dihydro-1,5-benzothiazepin-4(5H)-one). Run in Cl (HCl), CO (methanol), Cl (hydrogen chloride). Conditions: time 19 hour. Yields the product COC1=CC=C(C=C1)[C@@H]1SC2=C(N(C([C@@H]1O)=O)CCNC)C=CC(=C2)Cl ((-)-cis-2-(4-methoxyphenyl)-3-hydroxy-5-[2-(N-methylamino)ethyl]-8-chloro-2,3-dihydro-1,5-benzothiazepin-4(5H)-one). The yield is 78.5%. RXN SMILES: [CH3:1][O:2][C:3]1[CH:8]=[CH:7][C:6]([C@H:9]2[C@@H:15]([O:16]C(=O)C)[C:14](=[O:20])[N:13]([CH2:21][CH2:22][N:23](C(OCC3C=CC=CC=3)=O)[CH3:24])[C:12]3[CH:35]=[CH:36][C:37]([Cl:39])=[CH:38][C:11]=3[S:10]2)=[CH:5][CH:4]=1>Cl.CO>[CH3:1][O:2][C:3]1[CH:4]=[CH:5][C:6]([C@H:9]2[C@@H:15]([OH:16])[C:14](=[O:20])[N:13]([CH2:21][CH2:22][NH:23][CH3:24])[C:12]3[CH:35]=[CH:36][C:37]([Cl:39])=[CH:38][C:11]=3[S:10]2)=[CH:7][CH:8]=1. Procedure details: 1.42 g of (-)-cis-2-(4-methoxyphenyl)-3-acetoxy-5-[2-(N-benzyloxycarbonyl-N-methylamino)ethyl]-8-chloro-2,3-dihydro-1,5-benzothiazepin-4(5H)-one are dissolved in a mixture of 15 ml of conc. HCl and 15 ml of methanol. The solutin is saturated with gaseous hydrogen chloride, and the saturated solution is stirred at room temperature for 19 hours. The mixture is evaporated under reduced pressure at a temperature below 35° C. to remove solvent. The residue is dissolved in 10% HCl. The solution is was... Product: C(C)C=1NC(=CC(C1C(=O)OC)=O)CC (methyl 2,6-diethyl-4-oxo-1,4-dihydropyridine-3-carboxylate). The yield is 44.0%. Reactants: NC(=CC(=O)OC)CC (methyl 3-aminopentenoate), OC(CC)=C1C(OC(OC1=O)(C)C)=O (5-(1-hydroxypropylidene)-2,2-dimethyl-1,3-dioxane-4,6-dione). Reported procedure: A mixture of methyl 3-aminopentenoate (7.3 g) and 5-(1-hydroxypropylidene)-2,2-dimethyl-1,3-dioxane-4,6-dione (23.0 g) (obtained as described in J. Org. Chem., 1978, 43, 2087) was heated at 120° C. for 2 hours. The mixture was cooled to ambient temperature and triturated with ether (50 ml). The product was collected by filtration to give methyl 2,6-diethyl-4-oxo-1,4-dihydropyridine-3-carboxylate (5.2 g) as a solid, m.p. 124°-127° C.; NMR (d6 -DMSO): 1.2(t, 6H), 2.3-2.6(m, 4H), 3.7(s, 3H), 5.9(s,... Conditions: temperature 120 celsius. RXN SMILES: [NH2:1][C:2]([CH2:8][CH3:9])=[CH:3][C:4]([O:6][CH3:7])=[O:5].O[C:11](=[C:14]1C(=O)OC(C)(C)[O:16][C:15]1=O)[CH2:12][CH3:13]>>[CH2:8]([C:2]1[NH:1][C:11]([CH2:12][CH3:13])=[CH:14][C:15](=[O:16])[C:3]=1[C:4]([O:6][CH3:7])=[O:5])[CH3:9]. Reactants: COc1cccc(C(=O)Cl)c1, CC(C)(C)OC(=O)Nc1ccc(-c2cccs2)cc1N, c1ccncc1. The product is COc1cccc(C(=O)Nc2cc(-c3cccs3)ccc2NC(=O)OC(C)(C)C)c1. RXN SMILES: [CH3:1][O:2][c:3]1[cH:4][c:5]([C:6](=[O:7])[Cl:8])[cH:9][cH:10][cH:11]1.[NH2:12][c:13]1[c:14]([NH:24][C:25]([O:26][C:27]([CH3:28])([CH3:29])[CH3:30])=[O:31])[cH:15][cH:16][c:17](-[c:19]2[s:20][cH:21][cH:22][cH:23]2)[cH:18]1.[cH:32]1[cH:33][cH:34][n:35][cH:36][cH:37]1>>[CH3:1][O:2][c:3]1[cH:4][c:5]([C:6](=[O:7])[NH:12][c:13]2[c:14]([NH:24][C:25]([O:26][C:27]([CH3:28])([CH3:29])[CH3:30])=[O:31])[cH:15][cH:16][c:17](-[c:19]3[s:20][cH:21][cH:22][cH:23]3)[cH:18]2)[cH:9][cH:10][cH:11]1. Reactants: [Cl-].[NH4+] (ammonium chloride), ClC=1C=C(C=C(C1)Cl)SC1=C(N=C(N1C)CO)C(C)C ([5-(3,5-dichlorophenylthio)-4-isopropyl-1-methyl-1H-imidazol-2-yl]-methanol), [H-].[Na+] (sodium hydride), CN=C=S (methylisothiocyanate). Run in CCCCCC (n-hexane), O1CCCC1.CN(C=O)C (tetrahydrofuran dimethylformamide). Reaction conditions: time 30 minute. Yields the product ClC=1C=C(C=C(C1)Cl)SC1=C(N=C(N1C)COC(NC)=S)C(C)C (5-(3,5-dichlorophenylthio)-4-isopropyl-1-methyl-2-(N-methylthiocarbamoyl)oxymethyl-1H-imidazole). Yield: 61.0%. RXN SMILES: [Cl:1][C:2]1[CH:3]=[C:4]([S:9][C:10]2[N:14]([CH3:15])[C:13]([CH2:16][OH:17])=[N:12][C:11]=2[CH:18]([CH3:20])[CH3:19])[CH:5]=[C:6]([Cl:8])[CH:7]=1.[H-].[Na+].[CH3:23][N:24]=[C:25]=[S:26].[Cl-].[NH4+]>CCCCCC.O1CCCC1.CN(C)C=O>[Cl:8][C:6]1[CH:5]=[C:4]([S:9][C:10]2[N:14]([CH3:15])[C:13]([CH2:16][O:17][C:25](=[S:26])[NH:24][CH3:23])=[N:12][C:11]=2[CH:18]([CH3:20])[CH3:19])[CH:3]=[C:2]([Cl:1])[CH:7]=1 |f:1.2,4.5,7.8|. Reported procedure: To a dry tetrahydrofuran-dimethylformamide (1:1 v/v, 1 ml)solution of 50 mg (0.15 mmol)of [5-(3,5-dichlorophenylthio)-4-isopropyl-1-methyl-1H-imidazol-2-yl]-methanol (Compound I-8)was added 6.6 mg (0.17 mmol)of 60% sodium hydride under nitrogen atomosphere, and the mixture was stirred at room temperature for 30 minutes. Then, 22 mg (0.3 mmol)of methylisothiocyanate was added under ice-cooling. The mixture was stirred at the same temperature for 30 minutes, and at room temperature for 30 minutes.... Starting materials: BrCc1ccccc1, COc1ccc(-c2n[nH]c3c(C(F)(F)F)cccc23)cc1, CCOC(C)=O, CN(C)C=O. The product is COc1ccc(-c2c3cccc(C(F)(F)F)c3nn2Cc2ccccc2)cc1. Reaction SMILES: [Br:22][CH2:23][c:24]1[cH:25][cH:26][cH:27][cH:28][cH:29]1.[CH3:1][O:2][c:3]1[cH:4][cH:5][c:6](-[c:9]2[n:10][nH:11][c:12]3[c:13]([C:18]([F:19])([F:20])[F:21])[cH:14][cH:15][cH:16][c:17]23)[cH:7][cH:8]1.[CH3:30][CH2:31][O:32][C:33](=[O:34])[CH3:35].[O:36]=[CH:37][N:38]([CH3:39])[CH3:40]>>[CH3:1][O:2][c:3]1[cH:4][cH:5][c:6](-[c:9]2[n:10]([CH2:23][c:24]3[cH:25][cH:26][cH:27][cH:28][cH:29]3)[n:11][c:12]3[c:13]([C:18]([F:19])([F:20])[F:21])[cH:14][cH:15][cH:16][c:17]23)[cH:7][cH:8]1.